This data is from the Open Reaction Database (ORD), a public repository of structured organic reaction records. The task is: describe an organic reaction: reactants, conditions, products, and yield The reactants are S(=O)(=O)(Cl)Cl (sulfuryl chloride), C(C=C)(=O)N1CCSC2=C(C1)C=CC=C2 (4-Acryloyl-2,3,4,5-tetrahydro-1,4-benzothiazepine), O (water). Solvent: C(Cl)Cl (methylene chloride). Run at temperature 0 celsius, time 1 hour. Product: C(C=C)(=O)N1CC(SC2=C(C1)C=CC=C2)Cl (4-acryloyl-2-chloro-2,3,4,5-tetrahydro-1,4-benzothiazepine). Isolated yield 90.7%. Reaction SMILES: [C:1]([N:5]1[CH2:11][C:10]2[CH:12]=[CH:13][CH:14]=[CH:15][C:9]=2[S:8][CH2:7][CH2:6]1)(=[O:4])[CH:2]=[CH2:3].S(Cl)([Cl:19])(=O)=O.O>C(Cl)Cl>[C:1]([N:5]1[CH2:11][C:10]2[CH:12]=[CH:13][CH:14]=[CH:15][C:9]=2[S:8][CH:7]([Cl:19])[CH2:6]1)(=[O:4])[CH:2]=[CH2:3]. Procedure: 4-Acryloyl-2,3,4,5-tetrahydro-1,4-benzothiazepine (10 g) was dissolved in methylene chloride (150 ml) and sulfuryl chloride (9.3 g) was added thereto under ice cooling and agitated at 0° C. for 1 hour. To the reaction mixture water was added and extracted with chloroform. The chloroform phase was washed with a saturated saline solution and dried on sodium sulfate and thereafter the solvent was distilled out under reduced pressure. Residue was purified by silica gel column chromatography (Wako Ge... Reactants: FC1=CC=C(C=2N=C(SC21)C=2C(=NC=C(C2)C=2C=NN(C2)C2CCNCC2)N)C(F)(F)F (3-(7-fluoro-4-trifluoromethylbenzothiazol-2-yl)-5-(1-piperidin-4-yl-1H-pyrazol-4-yl)-pyridin-2-ylamine), IC=1SC2=C(N1)C=C(C=C2)OC(F)(F)F (2-iodo-5-trifluoromethoxy-1,3-benzothiazole). Product: N1CCC(CC1)N1N=CC(=C1)C=1C=C(C(=NC1)N)C=1SC2=C(N1)C=C(C=C2)OC(F)(F)F (5-(1-Piperidin-4-yl-1H-pyrazol-4-yl)-3-(5-trifluoromethoxybenzothiazol-2-yl)-pyridin-2-ylamine). As a reaction SMILES: F[C:2]1[C:10]2[S:9][C:8]([C:11]3[C:12]([NH2:28])=[N:13][CH:14]=[C:15]([C:17]4[CH:18]=[N:19][N:20]([CH:22]5[CH2:27][CH2:26][NH:25][CH2:24][CH2:23]5)[CH:21]=4)[CH:16]=3)=[N:7][C:6]=2[C:5](C(F)(F)F)=[CH:4][CH:3]=1.IC1SC2C=CC([O:43][C:44]([F:47])([F:46])[F:45])=CC=2N=1>>[NH:25]1[CH2:26][CH2:27][CH:22]([N:20]2[CH:21]=[C:17]([C:15]3[CH:16]=[C:11]([C:8]4[S:9][C:10]5[CH:2]=[CH:3][C:4]([O:43][C:44]([F:47])([F:46])[F:45])=[CH:5][C:6]=5[N:7]=4)[C:12]([NH2:28])=[N:13][CH:14]=3)[CH:18]=[N:19]2)[CH2:23][CH2:24]1. Procedure details: Following the procedure for 3-(7-fluoro-4-trifluoromethylbenzothiazol-2-yl)-5-(1-piperidin-4-yl-1H-pyrazol-4-yl)-pyridin-2-ylamine, using 2-iodo-5-trifluoromethoxy-1,3-benzothiazole and conducting the Suzuki coupling at 50° C. for 2 h, the title compound was obtained as a yellow solid. 1H NMR (400 MHz, CD3OD): δ=8.84 (d, J=1.6 Hz, 1H), 8.43 (s, 1H), 8.42 (d, J=2.0 Hz, 1H), 8.24 (d, J=8.4 Hz, 1H), 8.15 (m, 1H), 8.09 (s, 1H), 7.55 (m, 1H), 4.68 (m, 1H), 3.61-3.68 (m, 2H), 3.28-3.30 (m, 2H), 2.35-2... The reactants are P(Cl)(Cl)(Cl)(Cl)Cl (Phosphorus pentachloride), [Na+].FC1=CC=C(C=C1)CCS(=O)(=O)[O-] (2-(4-fluorophenyl)ethanesulfonic acid sodium salt). Run in C1(=CC=CC=C1)C (toluene), O (water). Conditions: time 8 hour. Product: FC1=CC=C(C=C1)CCS(=O)(=O)Cl (2-(4-Fluorophenyl)ethanesulfonyl chloride). Isolated yield 34.9%. RXN SMILES: P(Cl)(Cl)(Cl)(Cl)[Cl:2].[Na+].[F:8][C:9]1[CH:14]=[CH:13][C:12]([CH2:15][CH2:16][S:17]([O-:20])(=O)=[O:18])=[CH:11][CH:10]=1>C1(C)C=CC=CC=1.O>[F:8][C:9]1[CH:14]=[CH:13][C:12]([CH2:15][CH2:16][S:17]([Cl:2])(=[O:20])=[O:18])=[CH:11][CH:10]=1 |f:1.2|. Procedure: Phosphorus pentachloride (5.6 g, 27 mmol) was added portionwise over 10 minutes to a stirred suspension of 2-(4-fluorophenyl)ethanesulfonic acid sodium salt (9 mmol, contaminated with sodium bromide, total weight 2.87 g) in dry toluene (15 ml) at room temperature. The reaction mixture was heated under reflux for 90 minutes and was then stirred at room temperature overnight. The reaction mixture was diluted with water (20 ml) and the organic phase was separated. The aqueous phase was extracted wi... Reactants: C(C#C)(OC)=O, c1(cncnc1)Br. Reagents/catalysts: c1ccc(cc1)-c2c3ccccc3cc4ccccc24 (9-Phenylanthracene), [Cu+].[I-] (CuI), CCN(C(C)C)C(C)C (DIPEA), O1c2c(C(c3c1c(ccc3)P(c1ccccc1)c1ccccc1)(C)C)cccc2P(c1ccccc1)c1ccccc1.Cl[Pd]Cl (Pd(XanthPhos)Cl2). Run in CN(C)C=O  (DMF). Run at temperature 90 celsius, time 18 hour. Product: COC(=O)C#Cc1cncnc1. As a reaction SMILES: Br[c:1]1[cH:6][n:5][cH:4][n:3][cH:2]1.[CH3:7][O:8][C:9]([C:11]#[CH:12])=[O:10]>>[CH3:7][O:8][C:9]([C:11]#[C:12][c:1]1[cH:6][n:5][cH:4][n:3][cH:2]1)=[O:10]. The reactants are Br, COc1cccc2c(Oc3ccccc3)cccc12, CC(=O)O. Product: Oc1cccc2c(Oc3ccccc3)cccc12. RXN SMILES: [BrH:20].[CH3:1][O:2][c:3]1[cH:4][cH:5][cH:6][c:7]2[c:8]([O:13][c:14]3[cH:15][cH:16][cH:17][cH:18][cH:19]3)[cH:9][cH:10][cH:11][c:12]12.[CH3:21][C:22](=[O:23])[OH:24]>>[OH:2][c:3]1[cH:4][cH:5][cH:6][c:7]2[c:8]([O:13][c:14]3[cH:15][cH:16][cH:17][cH:18][cH:19]3)[cH:9][cH:10][cH:11][c:12]12. Reported procedure: To a stirred solution of (2-methoxyphenyl)hydrazine hydrochloride (5 g, 0.0286 mol) and 1-methyl-4-piperidone (2.83 mL, 0.0229 mol) in ethanol (50 mL) was added ethanolic hydrochloric acid (5 mL). The reaction mixture was heated at 80° C. for 2 h. After completion, the reaction mixture was cooled to RT and solvent removed under reduced pressure. The residue was basified with 10% sodium hydroxide solution and extracted with EtOAc (3×100 mL). The organic layer was dried over anhydrous sodium sulfa... Run in C(C)O (ethanol). Isolated yield 30.3%. Product: COC1=CC=CC=2C3=C(NC12)CCN(C3)C (6-methoxy-2-methyl-2,3,4,5-tetrahydro-1H-pyrido[4,3-b]indole). As a reaction SMILES: Cl.[CH3:2][O:3][C:4]1[CH:9]=[CH:8][CH:7]=[CH:6][C:5]=1[NH:10]N.[CH3:12][N:13]1[CH2:18][CH2:17][C:16](=O)[CH2:15][CH2:14]1.Cl>C(O)C>[CH3:2][O:3][C:4]1[C:5]2[NH:10][C:16]3[CH2:17][CH2:18][N:13]([CH3:12])[CH2:14][C:15]=3[C:6]=2[CH:7]=[CH:8][CH:9]=1 |f:0.1|. The reactants are Cl.COC1=C(C=CC=C1)NN ((2-methoxyphenyl)hydrazine hydrochloride), CN1CCC(CC1)=O (1-methyl-4-piperidone), Cl (hydrochloric acid). Conditions: temperature 80 celsius. The product is N1=C(C=CC=C1)C[Se]C1=C(C(=O)NC2=CC=NC=C2)C=CC=C1 (2-Picolylseleno-N-(4-pyridyl)benzamide). Solvent: O (H2O). Procedure details: A solution of 0.5 g (0.00113 mol) 2-(2-picolylseleno)-N-(4-pyridyl)benzamide dihydrochloride from Example 5 in 2 ml H2O is made alkaline with 10 N NaOH and extracted twice with 5 ml portions of dichloromethane. The organic phase is dried over magnesium sulfate, the solvent removed and the crude product recrystallized from 15 ml 2-propanol. As a reaction SMILES: Cl.Cl.[N:3]1[CH:8]=[CH:7][CH:6]=[CH:5][C:4]=1[CH2:9][Se:10][C:11]1[CH:25]=[CH:24][CH:23]=[CH:22][C:12]=1[C:13]([NH:15][C:16]1[CH:21]=[CH:20][N:19]=[CH:18][CH:17]=1)=[O:14].[OH-].[Na+]>O>[N:3]1[CH:8]=[CH:7][CH:6]=[CH:5][C:4]=1[CH2:9][Se:10][C:11]1[CH:25]=[CH:24][CH:23]=[CH:22][C:12]=1[C:13]([NH:15][C:16]1[CH:21]=[CH:20][N:19]=[CH:18][CH:17]=1)=[O:14] |f:0.1.2,3.4|. The reactants are Cl.Cl.N1=C(C=CC=C1)C[Se]C1=C(C(=O)NC2=CC=NC=C2)C=CC=C1 (2-(2-Picolylseleno)-N-(4-pyridyl)benzamide dihydrochloride), [OH-].[Na+] (NaOH).